describe an organic reaction: reactants, conditions, products, and yield From a dataset of the Open Reaction Database (ORD), a public repository of structured organic reaction records. Run in [Cl-].[Na+].O (brine), C(C)O (ethanol). As a reaction SMILES: [CH3:1][O:2][C:3]1[CH:4]=[C:5]2[C:10](=[CH:11][CH:12]=1)[C:9](=[O:13])[CH2:8][CH2:7][CH2:6]2.[OH:14][C:15]1[CH:22]=[CH:21][CH:20]=[CH:19][C:16]=1[CH:17]=O.Cl>C(O)C.[Cl-].[Na+].O>[OH:14][C:15]1[CH:22]=[CH:21][CH:20]=[CH:19][C:16]=1[CH:17]=[C:8]1[CH2:7][CH2:6][C:5]2[C:10](=[CH:11][CH:12]=[C:3]([O:2][CH3:1])[CH:4]=2)[C:9]1=[O:13] |f:4.5.6|. The reactants are COC=1C=C2CCCC(C2=CC1)=O (6-methoxy-1-tetralone), OC1=C(C=O)C=CC=C1 (2-hydroxybenzaldehyde), Cl (hydrochloric acid). Procedure details: To a solution of 6-methoxy-1-tetralone (30 g) and 2-hydroxybenzaldehyde (25 g) in ethanol (200 ml) was added concentrated hydrochloric acid (10 ml), and the solution was refluxed for one day and one night. To the reaction solution was added brine, the solution was extracted with ethyl acetate, dried over anhydrous magnesium sulfate, and then the solvent was evaporated in vacuo. The residue was purified by silica gel column chromatography (hexane-ethyl acetate system) to provide 2-(2-hydroxybenzy... Isolated yield 62.9%. Product: OC1=C(C=C2C(C3=CC=C(C=C3CC2)OC)=O)C=CC=C1 (2-(2-hydroxybenzylidene)-6-methoxy-3,4-dihydro-2H-naphthalen-1-one). The reactants are ClC1=C(C(=CC=C1)F)C1=NN(C(N1)=O)C1=CC(=C(C(=O)OC)C=C1)OC (methyl 4-(3-(2-chloro-6-fluorophenyl)-5-oxo-4,5-dihydro-1H-1,2,4-triazol-1-yl)-2-methoxybenzoate), solution, FC1=C(N)C=C(C=C1)C(F)(F)F (2-fluoro-5-trifluoromethyl aniline), C[Al](C)C (trimethyl aluminium). Solvent: C1(=CC=CC=C1)C (toluene). Yields the product ClC1=C(C(=CC=C1)F)C1=NN(C(N1)=O)C1=CC(=C(C(=O)NC2=C(C=CC(=C2)C(F)(F)F)F)C=C1)OC (4-(3-(2-Chloro-6-fluorophenyl)-5-oxo-4,5-dihydro-1H-1,2,4-triazol-1-yl)-N-(2-fluoro-5-(trifluoromethyl)phenyl)-2-methoxybenzamide). The yield is 35.9%. RXN SMILES: [Cl:1][C:2]1[CH:7]=[CH:6][CH:5]=[C:4]([F:8])[C:3]=1[C:9]1[NH:13][C:12](=[O:14])[N:11]([C:15]2[CH:24]=[CH:23][C:18]([C:19](OC)=[O:20])=[C:17]([O:25][CH3:26])[CH:16]=2)[N:10]=1.[F:27][C:28]1[CH:34]=[CH:33][C:32]([C:35]([F:38])([F:37])[F:36])=[CH:31][C:29]=1[NH2:30].C[Al](C)C>C1(C)C=CC=CC=1>[Cl:1][C:2]1[CH:7]=[CH:6][CH:5]=[C:4]([F:8])[C:3]=1[C:9]1[NH:13][C:12](=[O:14])[N:11]([C:15]2[CH:24]=[CH:23][C:18]([C:19]([NH:30][C:29]3[CH:31]=[C:32]([C:35]([F:36])([F:37])[F:38])[CH:33]=[CH:34][C:28]=3[F:27])=[O:20])=[C:17]([O:25][CH3:26])[CH:16]=2)[N:10]=1. Reported procedure: The title compound was prepared according to the procedure described in Example-31, by using methyl 4-(3-(2-chloro-6-fluorophenyl)-5-oxo-4,5-dihydro-1H-1,2,4-triazol-1-yl)-2-methoxybenzoate (step-2 of Intermediate-15, 0.100 g, 0.26 mmol), 2-fluoro-5-trifluoromethyl aniline (0.070 g, 0.39 mmol) and trimethyl aluminium (2M solution in toluene (0.5 mL) to afford 0.049 g of desired product. 1H NMR (DMSO-d6): δ 4.05 (s, 3H), 7.50 (t, J=8.4 Hz, 1H), 7.57-7.70 (m, 3H), 7.72-7.77 (m, 2H), 7.85 (s, 1H), ... Starting materials: COC(=O)c1cn(C(CCc2cccc3ccccc23)C(C)OCc2ccccc2)cn1, [NH4+], CN(C)C=O, [OH-]. Product: CC(OCc1ccccc1)C(CCc1cccc2ccccc12)n1cnc(C(N)=O)c1. Reaction SMILES: [CH2:1]([c:2]1[cH:3][cH:4][cH:5][cH:6][cH:7]1)[O:8][CH:9]([CH3:10])[CH:11]([CH2:12][CH2:13][c:14]1[cH:15][cH:16][cH:17][c:18]2[cH:19][cH:20][cH:21][cH:22][c:23]12)[n:24]1[cH:25][n:26][c:27]([C:29]([O:31][CH3:30])=[O:32])[cH:28]1.[NH4+:33].[O:35]=[CH:36][N:37]([CH3:38])[CH3:39].[OH-:34]>>[CH2:1]([c:2]1[cH:3][cH:4][cH:5][cH:6][cH:7]1)[O:8][CH:9]([CH3:10])[CH:11]([CH2:12][CH2:13][c:14]1[cH:15][cH:16][cH:17][c:18]2[cH:19][cH:20][cH:21][cH:22][c:23]12)[n:24]1[cH:25][n:26][c:27]([C:29](=[O:31])[NH2:33])[cH:28]1. Reactants: C(C(=C)C)(=O)OC (methyl methacrylate), C(C(=C)C)(=O)OCC1CO1 (glycidyl methacrylate), C(C(=C)C)(=O)OCCCC (n-butyl methacrylate). Yields the product C(C(=C)C)(=O)OC.C(C(=C)C)(=O)OCC1CO1.C(C(=C)C)(=O)OCCCC (methyl methacrylate glycidyl methacrylate n-butyl methacrylate). RXN SMILES: [C:1]([O:6][CH3:7])(=[O:5])[C:2]([CH3:4])=[CH2:3].[C:8]([O:13][CH2:14][CH:15]1[O:17][CH2:16]1)(=[O:12])[C:9]([CH3:11])=[CH2:10].[C:18]([O:23][CH2:24][CH2:25][CH2:26][CH3:27])(=[O:22])[C:19]([CH3:21])=[CH2:20]>>[C:1]([O:6][CH3:7])(=[O:5])[C:2]([CH3:4])=[CH2:3].[C:8]([O:13][CH2:14][CH:15]1[O:17][CH2:16]1)(=[O:12])[C:9]([CH3:11])=[CH2:10].[C:18]([O:23][CH2:24][CH2:25][CH2:26][CH3:27])(=[O:22])[C:19]([CH3:21])=[CH2:20] |f:3.4.5|. Procedure: Using methyl methacrylate (20.0 g, 0.2 mole), glycidyl methacrylate (14.2 g, 0.1 mole) and n-butyl methacrylate (7.1 g, 0.05 mole), the polymerization was carried out. in the same manner as described in Synthesis Example 12, (1), and the precipitate was filtered and dried under reduced pressure to afford 31.7 g of poly(methyl methacrylate/glycidyl methacrylate/n-butyl methacrylate) as white powders having Mw 35000 and Mn 19200 (GPC with polystyrene calibration). The composition of the polymer wa... Starting materials: COC(C1=CC=C(C=C1)Cl)=S (methyl-4-chlorothiobenzoate), N[C@@H](CC(=O)O)C(=O)O (aspartic acid), [OH-].[Na+] (NaOH). Solvent: CCOCC (Et2O). Run at time 3 day. The product is ClC1=CC=C(C(=S)N[C@@H](CC(=O)O)C(=O)O)C=C1 (N-p-chlorothiobenzoylaspartic acid). Yield: 39.6%. As a reaction SMILES: CO[C:3](=[S:11])[C:4]1[CH:9]=[CH:8][C:7]([Cl:10])=[CH:6][CH:5]=1.[NH2:12][C@H:13]([C:18]([OH:20])=[O:19])[CH2:14][C:15]([OH:17])=[O:16].[OH-].[Na+]>CCOCC>[Cl:10][C:7]1[CH:6]=[CH:5][C:4]([C:3]([NH:12][C@H:13]([C:18]([OH:20])=[O:19])[CH2:14][C:15]([OH:17])=[O:16])=[S:11])=[CH:9][CH:8]=1 |f:2.3|. Procedure: A mixture of methyl-4-chlorothiobenzoate (2.11 g, 11.3 mmol), aspartic acid (2.7 g, 2.02 mmol), aq NaOH (3N, 8.8 ml), and Et2O (8 ml) were vigourously stirred at room temperature for 3 days. The aq. layer was separated, acidfied (dil.HCl), and extracted with Et2O (2×25 ml). The combined ether extracts were dried (MgSO4), filtered, and concentrated under reduced pressure to yield N-p-chlorothiobenzoylaspartic acid (0.23 g). The reactants are C(C)(=O)N1[C@H](CN(CC1)C=1N(C2=NC(=NC(=C2N1)N1CCOCC1)C=1C=NC(=NC1)N)CC(F)(F)F)C (5-{8-[(3S)-4-acetyl-3-methylpiperazin-1-yl]-6-morpholin-4-yl-9-(2,2,2-trifluoroethyl)-9H-purin-2-yl}pyrimidin-2-amine), S(O)(O)(=O)=O (sulfuric acid). The solvent is C(C)O (ethanol). Reaction conditions: temperature 50 celsius, time 5 hour. Product: S(=O)(=O)(O)O.C(C)(=O)N1[C@H](CN(CC1)C=1N(C2=NC(=NC(=C2N1)N1CCOCC1)C=1C=NC(=NC1)N)CC(F)(F)F)C (5-{8-[(3S)-4-acetyl-3-methylpiperazin-1-yl]-6-morpholin-4-yl-9-(2,2,2-trifluoroethyl)-9H-purin-2-yl}pyrimidin-2-amine sulfate). Isolated yield 87.8%. Reaction SMILES: [C:1]([N:4]1[CH2:9][CH2:8][N:7]([C:10]2[N:11]([CH2:32][C:33]([F:36])([F:35])[F:34])[C:12]3[C:17]([N:18]=2)=[C:16]([N:19]2[CH2:24][CH2:23][O:22][CH2:21][CH2:20]2)[N:15]=[C:14]([C:25]2[CH:26]=[N:27][C:28]([NH2:31])=[N:29][CH:30]=2)[N:13]=3)[CH2:6][C@@H:5]1[CH3:37])(=[O:3])[CH3:2].[S:38](=[O:42])(=[O:41])([OH:40])[OH:39]>C(O)C>[S:38]([OH:42])([OH:41])(=[O:40])=[O:39].[C:1]([N:4]1[CH2:9][CH2:8][N:7]([C:10]2[N:11]([CH2:32][C:33]([F:36])([F:35])[F:34])[C:12]3[C:17]([N:18]=2)=[C:16]([N:19]2[CH2:20][CH2:21][O:22][CH2:23][CH2:24]2)[N:15]=[C:14]([C:25]2[CH:26]=[N:27][C:28]([NH2:31])=[N:29][CH:30]=2)[N:13]=3)[CH2:6][C@@H:5]1[CH3:37])(=[O:3])[CH3:2] |f:3.4|. Procedure: To a suspension of 5-{8-[(3S)-4-acetyl-3-methylpiperazin-1-yl]-6-morpholin-4-yl-9-(2,2,2-trifluoroethyl)-9H-purin-2-yl}pyrimidin-2-amine (48.7 mg, 0.09 mmol) in 10% aqueous ethanol solution (1 ml) was added 98% sulfuric acid (5.44 μL, 0.09 mmol) at room temperature, and the mixture was heated up to 50° C., then allowed to be cooled down to r.t., and stirred for 5 hr. The solid precipitated out was collected and dried to give 5-{8-[(3S)-4-acetyl-3-methylpiperazin-1-yl]-6-morpholin-4-yl-9-(2,2,2-t... RXN SMILES: [O:1]1[CH2:6][CH2:5][CH:4]([N:7]2[CH2:12][CH2:11][CH:10]([NH:13]C(=O)OC(C)(C)C)[CH2:9][CH2:8]2)[CH2:3][CH2:2]1.Cl>ClCCl>[O:1]1[CH2:2][CH2:3][CH:4]([N:7]2[CH2:12][CH2:11][CH:10]([NH2:13])[CH2:9][CH2:8]2)[CH2:5][CH2:6]1. The product is O1CCC(CC1)N1CCC(CC1)N (1-(tetrahydro-2H-pyran-4-yl)piperidin-4-amine). Run in ClCCl (dichloromethane). The reactants are O1CCC(CC1)N1CCC(CC1)NC(OC(C)(C)C)=O (tert-butyl 1-(tetrahydro-2H-pyran-4-yl)piperidin-4-ylcarbamate), Cl (HCl). Reported procedure: A solution of EXAMPLE 173A (52.57 g) in dichloromethane (900 mL) was treated with 4M HCl (462 mL), mixed vigorously at room temperature for 16 hours and concentrated. Reactants: C[Mg]Cl (methylmagnesium chloride), C[Si]1(CCC(CC1)=O)C (4,4-dimethyl-4-silacyclohexanone), [Cl-].[NH4+] (ammonium chloride). The solvent is O1CCCC1 (tetrahydrofuran). Reaction conditions: time 2 hour. Product: CC1(CC[Si](CC1)(C)C)O (1,4,4-trimethyl-4-silacyclohexanol). Isolated yield 90.0%. As a reaction SMILES: [CH3:1][Mg]Cl.[CH3:4][Si:5]1([CH3:12])[CH2:10][CH2:9][C:8](=[O:11])[CH2:7][CH2:6]1.[Cl-].[NH4+]>O1CCCC1>[CH3:1][C:8]1([OH:11])[CH2:9][CH2:10][Si:5]([CH3:12])([CH3:4])[CH2:6][CH2:7]1 |f:2.3|. Procedure details: To a tetrahydrofuran solution of 1.0M methylmagnesium chloride under ice cooling was added dropwise 14.2 g of 4,4-dimethyl-4-silacyclohexanone (which is synthesized by the disclosure of JP-A 7-309878). After two hours of agitation, an aqueous solution of ammonium chloride was added for hydrolysis. After ordinary post-treatments including extraction, washing and concentration, the product was purified by sublimation, obtaining 14.2 g (yield 90%) of 1,4,4-trimethyl-4-silacyclohexanol. The reactants are ClC1=NC=C(C(=O)NC2=CC=C(C=C2)OC(F)(F)Cl)C=C1C1=CC=NN1C1OCCCC1 (6-chloro-N-(4-(chlorodifluoromethoxy)phenyl)-5-(1-(tetrahydro-2H-pyran-2-yl)-1H-pyrazol-5-yl)nicotinamide), F[C@H]1[C@@H](CNC1)O (trans-4-fluoropyrrolidin-3-ol). Product: ClC(OC1=CC=C(C=C1)NC(C1=CN=C(C(=C1)C1=CC=NN1)N1C[C@H]([C@@H](C1)O)F)=O)(F)F (N-(4-(Chlorodifluoromethoxy)phenyl)-6-(trans-3-fluoro-4-hydroxypyrrolidin-1-yl)-5-(1H-pyrazol-5-yl)nicotinamide). Reaction SMILES: Cl[C:2]1[C:21]([C:22]2[N:26](C3CCCCO3)[N:25]=[CH:24][CH:23]=2)=[CH:20][C:5]([C:6]([NH:8][C:9]2[CH:14]=[CH:13][C:12]([O:15][C:16]([Cl:19])([F:18])[F:17])=[CH:11][CH:10]=2)=[O:7])=[CH:4][N:3]=1.[F:33][C@@H:34]1[CH2:38][NH:37][CH2:36][C@H:35]1[OH:39]>>[Cl:19][C:16]([F:17])([F:18])[O:15][C:12]1[CH:13]=[CH:14][C:9]([NH:8][C:6](=[O:7])[C:5]2[CH:20]=[C:21]([C:22]3[NH:26][N:25]=[CH:24][CH:23]=3)[C:2]([N:37]3[CH2:36][C@@H:35]([OH:39])[C@H:34]([F:33])[CH2:38]3)=[N:3][CH:4]=2)=[CH:10][CH:11]=1. Procedure details: The title compound was prepared in an analogous fashion to that described in Example 33 using 6-chloro-N-(4-(chlorodifluoromethoxy)phenyl)-5-(1-(tetrahydro-2H-pyran-2-yl)-1H-pyrazol-5-yl)nicotinamide (Stage 48.2) and trans-4-fluoropyrrolidin-3-ol to afford an amorphous white powder. HPLC (Condition 4) tR=5.21 min, UPLC-MS (Condition 3) tR=0.99 min, m/z=468.2 [M+H]+; 1H-NMR (400 MHz, DMSO-d6) δ ppm 3.06 (d, J=12.12 Hz, 1H) 3.33-3.49 (m, 2H) 3.53-3.76 (m, 1H) 4.15 (br. s, 1H) 4.77-5.02 (m, 1H) 5.3...